This data is from the Open Reaction Database (ORD), a public repository of structured organic reaction records. The task is: describe an organic reaction: reactants, conditions, products, and yield Conditions: time 1 hour. The yield is 88.0%. Reagents/catalysts: C(C)(=O)[O-].[Pd+2].C(C)(=O)[O-] (palladium(II) acetate). Starting materials: C(C)(C)(C)OC(=O)N1CC=CC1 (tert-butyl-2,5-dihydro-1H-pyrrole-1-carboxylate), F[B-](F)(F)F.ClC1=C(C=C(C=C1)[N+]#N)C (4-chloro-3-methylbenzenediazonium tetrafluoroborate), CO (methanol). Product: ClC1=C(C=C(C=C1)C1CC(N(C1)C(=O)OC(C)(C)C)OC)C (tert-butyl 4-(4-chloro-3-methylphenyl)-2-methoxypyrrolidine-1-carboxylate). Run in C(C)(=O)OCC (ethyl acetate). Procedure: Synthesized according to General Procedure 2. To a stirred solution of tert-butyl-2,5-dihydro-1H-pyrrole-1-carboxylate (2.5 g, 14.8 mmol) in methanol (75 mL) under N2 at RT was added 4-chloro-3-methylbenzenediazonium tetrafluoroborate (5.3 g, 22.2 mmol), followed by the addition of palladium(II) acetate (336 mg, 1.50 mmol). The resulting solution was stirred at RT for 1 hour, diluted with ethyl acetate (375 mL) and partitioned with saturated aqueous NaHCO3 solution (150 mL). The organic layer wa... RXN SMILES: [C:1]([O:5][C:6]([N:8]1[CH2:12][CH:11]=[CH:10][CH2:9]1)=[O:7])([CH3:4])([CH3:3])[CH3:2].F[B-](F)(F)F.[Cl:18][C:19]1[CH:24]=[CH:23][C:22]([N+]#N)=[CH:21][C:20]=1[CH3:27].[CH3:28][OH:29]>C(OCC)(=O)C.C([O-])(=O)C.[Pd+2].C([O-])(=O)C>[Cl:18][C:19]1[CH:24]=[CH:23][C:22]([CH:11]2[CH2:12][N:8]([C:6]([O:5][C:1]([CH3:4])([CH3:2])[CH3:3])=[O:7])[CH:9]([O:29][CH3:28])[CH2:10]2)=[CH:21][C:20]=1[CH3:27] |f:1.2,5.6.7|. As a reaction SMILES: [CH2:1]([O:9][C:10]1[CH:11]=[C:12]([C:22]([OH:24])=[O:23])[C:13]([C:16]2[CH:21]=[CH:20][CH:19]=[CH:18][CH:17]=2)=[CH:14][CH:15]=1)[CH2:2][CH2:3][CH2:4][CH2:5][CH2:6][CH2:7][CH3:8].[Cl:25][CH:26]([CH2:41][CH2:42][CH2:43][CH3:44])[CH2:27][C@H:28]([CH3:40])[CH2:29][CH2:30][CH2:31][O:32][C:33]1[CH:38]=[CH:37][C:36](O)=[CH:35][CH:34]=1.C1(N=C=NC2CCCCC2)CCCCC1>ClCCl>[Cl:25][CH:26]([CH2:41][CH2:42][CH2:43][CH3:44])[CH2:27][C@H:28]([CH3:40])[CH2:29][CH2:30][CH2:31][O:32][C:33]1[CH:34]=[CH:35][C:36]([O:23][C:22]([C:12]2[C:13]([C:16]3[CH:21]=[CH:20][CH:19]=[CH:18][CH:17]=3)=[CH:14][CH:15]=[C:10]([O:9][CH2:1][CH2:2][CH2:3][CH2:4][CH2:5][CH2:6][CH2:7][CH3:8])[CH:11]=2)=[O:24])=[CH:37][CH:38]=1. The solvent is ClCCl (dichloromethane). Yields the product ClC(C[C@@H](CCCOC1=CC=C(C=C1)OC(=O)C=1C(=CC=C(C1)OCCCCCCCC)C1=CC=CC=C1)C)CCCC ((R)-4-n-octoxybiphenylcarboxylic acid 4-(6'-chloro-4'-methyldecyloxy)phenyl ester). The reactants are C(CCCCCCC)OC=1C=C(C(=CC1)C1=CC=CC=C1)C(=O)O (4-n-octoxybiphenylcarboxylic acid), ClC(C[C@@H](CCCOC1=CC=C(C=C1)O)C)CCCC ((R)-4-(6'-chloro-4'-methyldecyloxy)phenol), C1(CCCCC1)N=C=NC1CCCCC1 (N,N'-dicyclohexyl carbodiimide). Reported procedure: 0.65 g of 4-n-octoxybiphenylcarboxylic acid, 0.60 g of (R)-4-(6'-chloro-4'-methyldecyloxy)phenol, 0.04 g of N,N'-dicyclohexyl carbodiimide and 20 ml of dichloromethane were stirred for 3 hours at room temperature. Reactants: ClC(Cl)Cl, COc1ccc(CNc2nc(Cl)ncc2C(O)c2ccccn2)cc1Cl. The product is COc1ccc(CNc2nc(Cl)ncc2C(=O)c2ccccn2)cc1Cl. As a reaction SMILES: [CH:27]([Cl:28])([Cl:29])[Cl:30].[Cl:1][c:2]1[n:3][cH:4][c:5]([CH:19]([c:20]2[n:21][cH:22][cH:23][cH:24][cH:25]2)[OH:26])[c:6]([NH:8][CH2:9][c:10]2[cH:11][c:12]([Cl:18])[c:13]([O:16][CH3:17])[cH:14][cH:15]2)[n:7]1>>[Cl:1][c:2]1[n:3][cH:4][c:5]([C:19]([c:20]2[n:21][cH:22][cH:23][cH:24][cH:25]2)=[O:26])[c:6]([NH:8][CH2:9][c:10]2[cH:11][c:12]([Cl:18])[c:13]([O:16][CH3:17])[cH:14][cH:15]2)[n:7]1. Reactants: Cl.ClC=1C=C(C=CC1)NN (3-chlorophenyl hydrazine hydrochloride), BrCC(C(=O)OCC)=O (ethyl bromopyruvate), C=CC1=CC=CC=C1 (styrene), C([O-])([O-])=O.[Na+].[Na+] (sodium carbonate). Run at time 18 hour. Yield: 33.3%. The solvent is C1CCOC1 (THF). The product is ClC=1C=C(C=CC1)N1N=C(CCC1C1=CC=CC=C1)C(=O)OCC (1-(3-Chlorophenyl)-1,4,5,6-tetrahydro-6-phenyl-3-pyridazinecarboxylic acid, ethyl ester). As a reaction SMILES: C(=O)([O-])[O-].[Na+].[Na+].Cl.[Cl:8][C:9]1[CH:10]=[C:11]([NH:15][NH2:16])[CH:12]=[CH:13][CH:14]=1.Br[CH2:18][C:19](=O)[C:20]([O:22][CH2:23][CH3:24])=[O:21].[CH2:26]=[CH:27][C:28]1[CH:33]=[CH:32][CH:31]=[CH:30][CH:29]=1>C1COCC1>[Cl:8][C:9]1[CH:10]=[C:11]([N:15]2[CH:27]([C:28]3[CH:33]=[CH:32][CH:31]=[CH:30][CH:29]=3)[CH2:26][CH2:18][C:19]([C:20]([O:22][CH2:23][CH3:24])=[O:21])=[N:16]2)[CH:12]=[CH:13][CH:14]=1 |f:0.1.2,3.4|. Procedure: To 12.0 g (0.112 mol) of sodium carbonate suspended in 50 mL THF was added 5.0 g (0.028 mol) 3-chlorophenyl hydrazine hydrochloride, 6.5 g (0.033 mol) ethyl bromopyruvate and 44.0 g (0.42 mol) styrene. The reaction mixture was stirred at room temperature for 18 h, filtered through a plug of celite, rinsed with methylene chloride and concentrated under reduced pressure. The crude reaction mixture was flash chromatographed using 10% EtOAc/90% hexanes as eluent to afford 3.2 g of a yellow solid, mp... Reactants: FC(C1=NNC=C1C(=O)OCC)(F)F (ethyl 3-(trifluoromethyl)-1H-pyrazole-4-carboxylate), CN[C@H]1[C@@H](CCCC1)NC ((1R,2R)-N1,N2-dimethylcyclohexane-1,2-diamine), FC1=CC=C(C=C1)I (1-fluoro-4-iodobenzene), C([O-])([O-])=O.[K+].[K+] (potassium carbonate). Reagents/catalysts: [Cu]I (copper(I) iodide). The solvent is C1(=CC=CC=C1)C (toluene). The product is FC1=CC=C(C=C1)N1N=C(C(=C1)C(=O)OCC)C(F)(F)F (ethyl 1-(4-fluorophenyl)-3-(trifluoromethyl)-1H-pyrazole-4-carboxylate). Yield: 96.5%. Reaction SMILES: [F:1][C:2]([F:14])([F:13])[C:3]1[C:7]([C:8]([O:10][CH2:11][CH3:12])=[O:9])=[CH:6][NH:5][N:4]=1.CN[C@@H]1CCCC[C@H]1NC.[F:25][C:26]1[CH:31]=[CH:30][C:29](I)=[CH:28][CH:27]=1.C(=O)([O-])[O-].[K+].[K+]>C1(C)C=CC=CC=1.[Cu]I>[F:25][C:26]1[CH:31]=[CH:30][C:29]([N:5]2[CH:6]=[C:7]([C:8]([O:10][CH2:11][CH3:12])=[O:9])[C:3]([C:2]([F:1])([F:13])[F:14])=[N:4]2)=[CH:28][CH:27]=1 |f:3.4.5|. Reported procedure: To a solution of ethyl 3-(trifluoromethyl)-1H-pyrazole-4-carboxylate (100 mg, 0.480 mmol) in toluene (0.5 mL) was added (1R,2R)-N1,N2-dimethylcyclohexane-1,2-diamine (13.67 mg, 0.096 mmol), 1-fluoro-4-iodobenzene (0.166 mL, 1.441 mmol), potassium carbonate (139 mg, 1.009 mmol), and copper(I) iodide (9.00 mg, 0.047 mmol). This reaction was heated to reflux overnight. The next day, the reaction was complete by HPLC so it was filtered through a frit with EtOAc and purified on a SiO2 column using 25... Reactants: CCC1CC2(CC(COC(=O)N(C)C)N1S(=O)(=O)c1ccc(Cl)cc1)OCCO2, Cl, C1COCCO1. Product: CCC1CC(=O)CC(COC(=O)N(C)C)N1S(=O)(=O)c1ccc(Cl)cc1. Reaction SMILES: [CH3:1][N:2]([C:3]([O:4][CH2:5][CH:6]1[CH2:7][C:8]2([O:9][CH2:12][CH2:11][O:10]2)[CH2:13][CH:14]([CH2:26][CH3:27])[N:15]1[S:16](=[O:17])(=[O:18])[c:19]1[cH:20][cH:21][c:22]([Cl:25])[cH:23][cH:24]1)=[O:28])[CH3:29].[ClH:30].[O:31]1[CH2:32][CH2:33][O:34][CH2:35][CH2:36]1>>[CH3:1][N:2]([C:3]([O:4][CH2:5][CH:6]1[CH2:7][C:8](=[O:9])[CH2:13][CH:14]([CH2:26][CH3:27])[N:15]1[S:16](=[O:17])(=[O:18])[c:19]1[cH:20][cH:21][c:22]([Cl:25])[cH:23][cH:24]1)=[O:28])[CH3:29]. Starting materials: ClC1=CC(=NC2=NC(=CC=C12)C1=NC=CC=C1C(F)(F)F)OC (4-chloro-2-methoxy-7-(3-trifluoromethyl-pyridin-2-yl)-[1,8]naphthyridine), FC(C1=CC=C(N)C=C1)(F)F (4-trifluoromethylaniline), Cl (hydrochloric acid), CCOCC (ether). The solvent is C(C)(C)O (isopropanol). Yields the product FC(C1=CC=C(C=C1)NC1=CC(=NC2=NC(=CC=C12)C1=NC=CC=C1C(F)(F)F)O)(F)F (4-(4-Trifluoromethyl-phenylamino)-7-(3-trifluoromethylpyridin-2-yl)-[1,8]naphthyridin-2-ol). Reaction SMILES: Cl[C:2]1[C:11]2[C:6](=[N:7][C:8]([C:12]3[C:17]([C:18]([F:21])([F:20])[F:19])=[CH:16][CH:15]=[CH:14][N:13]=3)=[CH:9][CH:10]=2)[N:5]=[C:4]([O:22]C)[CH:3]=1.[F:24][C:25]([F:34])([F:33])[C:26]1[CH:32]=[CH:31][C:29]([NH2:30])=[CH:28][CH:27]=1.Cl.CCOCC>C(O)(C)C>[F:24][C:25]([F:33])([F:34])[C:26]1[CH:27]=[CH:28][C:29]([NH:30][C:2]2[C:11]3[C:6](=[N:7][C:8]([C:12]4[C:17]([C:18]([F:21])([F:20])[F:19])=[CH:16][CH:15]=[CH:14][N:13]=4)=[CH:9][CH:10]=3)[N:5]=[C:4]([OH:22])[CH:3]=2)=[CH:31][CH:32]=1. Procedure: Heat 4-chloro-2-methoxy-7-(3-trifluoromethyl-pyridin-2-yl)-[1,8]naphthyridine (600 mg, 1.8 mmol), 4-trifluoromethylaniline (322 mg, 2.0 mmol) and 2M hydrochloric acid in ether (1 mL, 2.0 mmol) in isopropanol (15 mL) at 80° C. for 16 hours. Cool the mixture and collect the precipitate by filtration. Partition the solid between ethyl acetate and saturated sodium bicarbonate solution. Separate the layers and extract the aqueous layer with further ethyl acetate. Wash the combined organic extracts wi... Reactants: O (water), C(C)(C)(C)OC(=O)N1C(C=2N(CC1)C(=NC2I)CC)CCC2=C(C=C(C(=C2)F)C(F)(F)F)F (8-[2-(2,5-difluoro-4-trifluoromethyl-phenyl)-ethyl]-3-ethyl-1-iodo-5,6-dihydro-8H-imidazo[1,5-a]pyrazine-7-carboxylic acid tert-butyl ester), C([O-])([O-])=O.[K+].[K+] (potassium carbonate). The reagents and catalysts are [Pd] (palladium on activated charcoal). The solvent is C(Cl)Cl (DCM), CO (MeOH). The product is C(C)(C)(C)OC(=O)N1C(C=2N(CC1)C(=NC2)CC)CCC2=C(C=C(C(=C2)F)C(F)(F)F)F (8-[2-(2,5-difluoro-4-trifluoromethyl-phenyl)-ethyl]-3-ethyl-5,6-dihydro-8H-imidazo[1,5-a]pyrazine-7-carboxylic acid tert-butyl ester). As a reaction SMILES: [C:1]([O:5][C:6]([N:8]1[CH2:13][CH2:12][N:11]2[C:14]([CH2:18][CH3:19])=[N:15][C:16](I)=[C:10]2[CH:9]1[CH2:20][CH2:21][C:22]1[CH:27]=[C:26]([F:28])[C:25]([C:29]([F:32])([F:31])[F:30])=[CH:24][C:23]=1[F:33])=[O:7])([CH3:4])([CH3:3])[CH3:2].C(=O)([O-])[O-].[K+].[K+].O>[Pd].CO.C(Cl)Cl>[C:1]([O:5][C:6]([N:8]1[CH2:13][CH2:12][N:11]2[C:14]([CH2:18][CH3:19])=[N:15][CH:16]=[C:10]2[CH:9]1[CH2:20][CH2:21][C:22]1[CH:27]=[C:26]([F:28])[C:25]([C:29]([F:31])([F:32])[F:30])=[CH:24][C:23]=1[F:33])=[O:7])([CH3:2])([CH3:3])[CH3:4] |f:1.2.3|. Reported procedure: A mixture of 8-[2-(2,5-difluoro-4-trifluoromethyl-phenyl)-ethyl]-3-ethyl-1-iodo-5,6-dihydro-8H-imidazo[1,5-a]pyrazine-7-carboxylic acid tert-butyl ester (1.890 g; 3.229 mmol), 10% palladium on activated charcoal (567 mg), and anhydrous potassium carbonate (1.115 g; 8.072 mmol; 2.5 eq.) in anhydrous MeOH (75 ml) was stirred at rt, under hydrogen (1 atm), for 3 h15. Filtration over a pad of celite, and subsequent concentration to dryness afforded a crude heterogeneous residue which was dissolved i...